Dataset: the Open Reaction Database (ORD), a public repository of structured organic reaction records. Task: describe an organic reaction: reactants, conditions, products, and yield Starting materials: Cc1ccccc1, CC1=CC(C)(C)CC(O)CC1, [H-], CI, [Na+]. Product: COC1CCC(C)=CC(C)(C)C1. RXN SMILES: [CH3:16][c:17]1[cH:18][cH:19][cH:20][cH:21][cH:22]1.[CH3:3][C:4]1([CH3:13])[CH2:5][CH:6]([OH:12])[CH2:7][CH2:8][C:9]([CH3:11])=[CH:10]1.[H-:1].[I:14][CH3:15].[Na+:2]>>[CH3:3][C:4]1([CH3:13])[CH2:5][CH:6]([O:12][CH3:15])[CH2:7][CH2:8][C:9]([CH3:11])=[CH:10]1. Starting materials: C(C)[C@H]1CC(C[C@]23C=4C=C(C=CC4C[C@H]([C@H]12)N(CC3)C)OC)=O (8β-ethyl-3-methoxy-17-methylmorphinan-6-one), N#CBr (cyanogen bromide). Yields the product C(#N)N1[C@H]2[C@@H]3[C@H](CC(C[C@@]3(C=3C=C(C=CC3C2)OC)CC1)=O)CC (17-Cyano-8β-ethyl-3-methoxymorphinan-6-one). Isolated yield 73.0%. RXN SMILES: [CH2:1]([C@@H:3]1[C@@H:16]2[C@:7]3([CH2:19][CH2:18][N:17]([CH3:20])[C@@H:15]2[CH2:14][C:13]2[CH:12]=[CH:11][C:10]([O:21][CH3:22])=[CH:9][C:8]3=2)[CH2:6][C:5](=[O:23])[CH2:4]1)[CH3:2].[N:24]#CBr>>[C:20]([N:17]1[CH2:18][CH2:19][C@@:7]23[C:8]4[CH:9]=[C:10]([O:21][CH3:22])[CH:11]=[CH:12][C:13]=4[CH2:14][C@@H:15]1[C@@H:16]2[C@@H:3]([CH2:1][CH3:2])[CH2:4][C:5](=[O:23])[CH2:6]3)#[N:24]. Reported procedure: To a rapidly stirred solution of 8β-ethyl-3-methoxy-17-methylmorphinan-6-one (prepared in Part A) was added cyanogen bromide as in Example 1B. The product, mp. 141°-145° C., was obtained in 73% yield. The reactants are CCC(C)=O, O=C(c1ccc(Cl)cc1)c1ccc(CCCCCCCCl)cc1, [I-], [Na+]. The product is O=C(c1ccc(Cl)cc1)c1ccc(CCCCCCCI)cc1. As a reaction SMILES: [CH3:26][C:27]([CH2:28][CH3:29])=[O:30].[Cl:1][c:2]1[cH:3][cH:4][c:5]([C:6](=[O:7])[c:8]2[cH:9][cH:10][c:11]([CH2:14][CH2:15][CH2:16][CH2:17][CH2:18][CH2:19][CH2:20][Cl:21])[cH:12][cH:13]2)[cH:22][cH:23]1.[I-:25].[Na+:24]>>[Cl:1][c:2]1[cH:3][cH:4][c:5]([C:6](=[O:7])[c:8]2[cH:9][cH:10][c:11]([CH2:14][CH2:15][CH2:16][CH2:17][CH2:18][CH2:19][CH2:20][I:25])[cH:12][cH:13]2)[cH:22][cH:23]1. Yields the product O=[N+]([O-])c1ccc(CCCc2ccncc2)cc1. Reaction SMILES: [CH3:27][C:28](=[O:29])[OH:30].[K+:26].[OH-:25].[OH:21][N+:22]([O-:23])=[O:24].[S:1](=[O:2])(=[O:3])([OH:4])[OH:5].[c:6]1([CH2:12][CH2:13][CH2:14][c:15]2[cH:16][cH:17][n:18][cH:19][cH:20]2)[cH:7][cH:8][cH:9][cH:10][cH:11]1>>[c:6]1([CH2:12][CH2:13][CH2:14][c:15]2[cH:16][cH:17][n:18][cH:19][cH:20]2)[cH:7][cH:8][c:9]([N+:22](=[O:21])[O-:23])[cH:10][cH:11]1. Starting materials: CC(=O)O, [K+], [OH-], O=[N+]([O-])O, O=S(=O)(O)O, c1ccc(CCCc2ccncc2)cc1. The reactants are IC=1C(=CC(=NC1)C1=CC=CC=C1)N (5-iodo-2-phenyl-pyridin-4-ylamine), N1=CC=CC2=CC=C3C=CC=NC3=C12 (1,10-phenanthroline), C([O-])([O-])=O.[Cs+].[Cs+] (cesium carbonate). Reagents/catalysts: [Cu]I (copper(I) iodide). Run in CO (methanol). Reaction conditions: temperature 130 celsius. The product is COC=1C(=CC(=NC1)C1=CC=CC=C1)N (5-methoxy-2-phenyl-pyridin-4-ylamine). Isolated yield 44.7%. Reaction SMILES: I[C:2]1[C:3]([NH2:14])=[CH:4][C:5]([C:8]2[CH:13]=[CH:12][CH:11]=[CH:10][CH:9]=2)=[N:6][CH:7]=1.N1C2C(=CC=C3C=2N=CC=C3)C=CC=1.[C:29](=O)([O-])[O-:30].[Cs+].[Cs+]>CO.[Cu]I>[CH3:29][O:30][C:2]1[C:3]([NH2:14])=[CH:4][C:5]([C:8]2[CH:13]=[CH:12][CH:11]=[CH:10][CH:9]=2)=[N:6][CH:7]=1 |f:2.3.4|. Reported procedure: A stirred suspension of 6.20 g (20.9 mmol) 5-iodo-2-phenyl-pyridin-4-ylamine, 319 mg (1.68 mmol) copper(I) iodide, 453 mg (2.51 mmol) 1,10-phenanthroline and 13.6 g (41.9 mmol) cesium carbonate in 40 ml methanol was heated at 130° C. for 20 min in a microwave oven. The resulting mixture was then cooled to room temperature and concentrated in vacuo. The residue was resuspended in 500 ml dichloromethane and extracted three times with 200 ml portions of 1 M aq. hydrochloric acid. The combined acid ... Reactants: ClCC(=O)OCC (ethyl chloroacetate), C([O-])([O-])=O.[K+].[K+] (potassium carbonate), O=C(C[C@@H](CC1=C(C=C(C(=C1)F)F)F)NC(OC(C)(C)C)=O)N1CC=2N(CC1)C(=NC2Br)C(F)(F)F (tert-butyl (R)-[3-oxo-1-(2,4,5-trifluoro-benzyl)-3-(1-bromo-3-trifluoromethyl-5,6-dihydro-8H-imidazo[1,5-a]pyrazin-7-yl)-propyl]-carbamate), Organometallic. Reagents/catalysts: [CH-]=O.[CH-]=O.[C-]#[O+].[C-]#[O+].[C-]#[O+].[C-]#[O+].[C-]#[O+].[C-]#[O+].[Co].[Co+2] (Octacarbonyldicobalt). Run in CO (methanol). Conditions: time 5 minute. The product is title compound, C(C)(C)(C)OC(=O)N[C@@H](CC(=O)N1CC=2N(CC1)C(=NC2C(=O)OC)C(F)(F)F)CC2=C(C=C(C(=C2)F)F)F (methyl (R)-7-[3-tert-butoxycarbonylamino-4-(2,4,5-trifluoro-phenyl)-butyryl]-3-trifluoromethyl-5,6,7,8-tetrahydro-imidazo[1,5-a]pyrazine-1-formate). Yield: 49.7%. Reaction SMILES: ClC[C:3]([O:5][CH2:6]C)=[O:4].C(=O)([O-])[O-].[K+].[K+].[O:14]=[C:15]([N:36]1[CH2:41][CH2:40][N:39]2[C:42]([C:46]([F:49])([F:48])[F:47])=[N:43][C:44](Br)=[C:38]2[CH2:37]1)[CH2:16][C@H:17]([NH:28][C:29](=[O:35])[O:30][C:31]([CH3:34])([CH3:33])[CH3:32])[CH2:18][C:19]1[CH:24]=[C:23]([F:25])[C:22]([F:26])=[CH:21][C:20]=1[F:27]>[CH-]=O.[CH-]=O.[C-]#[O+].[C-]#[O+].[C-]#[O+].[C-]#[O+].[C-]#[O+].[C-]#[O+].[Co].[Co+2].CO>[C:31]([O:30][C:29]([NH:28][C@H:17]([CH2:18][C:19]1[CH:24]=[C:23]([F:25])[C:22]([F:26])=[CH:21][C:20]=1[F:27])[CH2:16][C:15]([N:36]1[CH2:41][CH2:40][N:39]2[C:42]([C:46]([F:49])([F:48])[F:47])=[N:43][C:44]([C:3]([O:5][CH3:6])=[O:4])=[C:38]2[CH2:37]1)=[O:14])=[O:35])([CH3:34])([CH3:33])[CH3:32] |f:1.2.3,5.6.7.8.9.10.11.12.13.14|. Reported procedure: Refer to Journal of Organometallic Chemistry, 1985, 285(1-3), 293-303. Octacarbonyldicobalt (4.02 g, 11.76 mmol), ethyl chloroacetate (0.71 g, 5.88 mmol), potassium carbonate (1.62 g, 11.76 mmol) and 50 mL of methanol were added into the reaction flask. After stirring for 5 minutes, tert-butyl (R)-[3-oxo-1-(2,4,5-trifluoro-benzyl)-3-(1-bromo-3-trifluoromethyl-5,6-dihydro-8H-imidazo[1,5-a]pyrazin-7-yl)-prop yl]-carbamate 1n (2.3 g, 3.92 mmol) was added. The reaction mixture was stirred at 60° C. ... Starting materials: CON(C(=O)C=1C=NC2=C(C=CC=C2C1C1=CC=CC=C1)C(F)(F)F)C (N-Methoxy-N-methyl-4-phenyl-8-(trifluoromethyl)quinoline-3-carboxamide), CC1=C(C=CC=C1)[Mg]Br (2-methylphenylmagnesium bromide). Run in C1CCOC1 (THF). Reaction conditions: time 8 hour. The product is CC1=C(C=CC=C1)C(=O)C=1C=NC2=C(C=CC=C2C1C1=CC=CC=C1)C(F)(F)F ((2-METHYLPHENYL)[4-PHENYL-8-(TRIFLUOROMETHYL)QUINOLIN-3-YL]METHANONE). RXN SMILES: CON(C)[C:4]([C:6]1[CH:7]=[N:8][C:9]2[C:14]([C:15]=1[C:16]1[CH:21]=[CH:20][CH:19]=[CH:18][CH:17]=1)=[CH:13][CH:12]=[CH:11][C:10]=2[C:22]([F:25])([F:24])[F:23])=[O:5].[CH3:27][C:28]1[CH:33]=[CH:32][CH:31]=[CH:30][C:29]=1[Mg]Br>C1COCC1>[CH3:27][C:28]1[CH:33]=[CH:32][CH:31]=[CH:30][C:29]=1[C:4]([C:6]1[CH:7]=[N:8][C:9]2[C:14]([C:15]=1[C:16]1[CH:21]=[CH:20][CH:19]=[CH:18][CH:17]=1)=[CH:13][CH:12]=[CH:11][C:10]=2[C:22]([F:25])([F:23])[F:24])=[O:5]. Procedure details: N-Methoxy-N-methyl-4-phenyl-8-(trifluoromethyl)quinoline-3-carboxamide (0.100 g, 0.278 mmol) was taken into THF (3 mL) and cooled to 0° C. where 2-methylphenylmagnesium bromide was added. The reaction was then allowed to stir at room temperature overnight. The reaction was quenched with MeOH and 2 M HCl and stirred for 5 minutes. The organics were removed and the resulting aqueous layer was extracted with methylene chloride, dried and concentrated. Column chromatography using 10% ethyl acetate i... Reactants: C(C)OC1=CC=C(COC=2C=CC3=C(C=C(CCC3)C(=O)OC)C2)C=C1 (methyl 2-(4-ethoxybenzyloxy)-6,7-dihydro-5H-benzocycloheptene-8-carboxylate), Cl (hydrochloric acid), aqueous solution, [OH-].[Na+] (sodium hydroxide). Solvent: CO (methanol), C1CCOC1 (THF). Run at temperature 50 celsius, time 4 hour. Product: C(C)OC1=CC=C(COC=2C=CC3=C(C=C(CCC3)C(=O)O)C2)C=C1 (2-(4-ethoxybenzyloxy)-6,7-dihydro-5H-benzocycloheptene-8-carboxylic acid). The yield is 100.0%. RXN SMILES: [CH2:1]([O:3][C:4]1[CH:26]=[CH:25][C:7]([CH2:8][O:9][C:10]2[CH:11]=[CH:12][C:13]3[CH2:19][CH2:18][CH2:17][C:16]([C:20]([O:22]C)=[O:21])=[CH:15][C:14]=3[CH:24]=2)=[CH:6][CH:5]=1)[CH3:2].[OH-].[Na+].Cl>CO.C1COCC1>[CH2:1]([O:3][C:4]1[CH:26]=[CH:25][C:7]([CH2:8][O:9][C:10]2[CH:11]=[CH:12][C:13]3[CH2:19][CH2:18][CH2:17][C:16]([C:20]([OH:22])=[O:21])=[CH:15][C:14]=3[CH:24]=2)=[CH:6][CH:5]=1)[CH3:2] |f:1.2|. Procedure: To methyl 2-(4-ethoxybenzyloxy)-6,7-dihydro-5H-benzocycloheptene-8-carboxylate (296 mg, 0.84 mmol) dissolved in a mixed solvent of methanol (4 ml) and THF (4 ml) was added a 1N aqueous solution of sodium hydroxide (2.5 ml), and the resulting mixture was stirred at 50° C. for 4 hours. The reaction mixture was mixed with 1 N hydrochloric acid (2.5 ml) at 0° C., was concentrated under reduced pressure and was mixed with water, and an insoluble material was collected by filtration. The insoluble mat... The reactants are CN1CC(N(CC1)C1=NC=CC=C1C(=O)O)C1=CC=CC=C1 (2-(4-methyl-2-phenylpiperazin-1-yl)pyridine-3-carboxylic acid), O (water), [H-].[Al+3].[Li+].[H-].[H-].[H-] (lithium aluminum hydride). Run in C1CCOC1 (THF), C1CCOC1 (THF), C1CCOC1 (THF). Yields the product CN1CC(N(CC1)C1=NC=CC=C1CO)C1=CC=CC=C1 (2-(4-methyl-2-phenylpiperazin-1-yl)pyridine-3-methanol). Yield: 88.5%. Reaction SMILES: [CH3:1][N:2]1[CH2:7][CH2:6][N:5]([C:8]2[C:13]([C:14](O)=[O:15])=[CH:12][CH:11]=[CH:10][N:9]=2)[CH:4]([C:17]2[CH:22]=[CH:21][CH:20]=[CH:19][CH:18]=2)[CH2:3]1.[H-].[Al+3].[Li+].[H-].[H-].[H-].O>C1COCC1>[CH3:1][N:2]1[CH2:7][CH2:6][N:5]([C:8]2[C:13]([CH2:14][OH:15])=[CH:12][CH:11]=[CH:10][N:9]=2)[CH:4]([C:17]2[CH:22]=[CH:21][CH:20]=[CH:19][CH:18]=2)[CH2:3]1 |f:1.2.3.4.5.6|. Procedure details: In 150 mL of THF was dissolved 10.2 g of 2-(4-methyl-2-phenylpiperazin-1-yl)pyridine-3-carboxylic acid under nitrogen atmosphere. To 300 mL of THF was added 10.2 g of lithium aluminum hydride, and the above THF solution was added in a thin stream to the mixture over 50 minutes under reflux. After refluxing the mixture for 4 hours, the mixture was cooled to 0° to 5° C., and 40.5 mL of water was gradually added in a thin stream thereto. Aluminum hydroxide was separated therefrom by filtration, and... The reactants are C, COc1ccnc(C(=O)O)c1OCc1ccccc1, CCO, [Pd]. The product is COc1ccnc(C(=O)O)c1O. As a reaction SMILES: [C:23].[CH2:1]([c:2]1[cH:3][cH:4][cH:5][cH:6][cH:7]1)[O:8][c:9]1[c:10]([C:17](=[O:18])[OH:19])[n:11][cH:12][cH:13][c:14]1[O:15][CH3:16].[CH3:20][CH2:21][OH:22].[Pd:24]>>[OH:8][c:9]1[c:10]([C:17](=[O:18])[OH:19])[n:11][cH:12][cH:13][c:14]1[O:15][CH3:16].